The task is: describe an organic reaction: reactants, conditions, products, and yield. This data is from the Open Reaction Database (ORD), a public repository of structured organic reaction records. The reactants are [Br-], O=C(c1ccc(CBr)cc1)C1CC1, CCCC[N+](CCCC)(CCCC)CCCC, CC#N, N#C[K], O. Product: N#CCc1ccc(C(=O)C2CC2)cc1. RXN SMILES: [Br-:20].[Br:1][CH2:2][c:3]1[cH:4][cH:5][c:6]([C:9](=[O:10])[CH:11]2[CH2:12][CH2:13]2)[cH:7][cH:8]1.[CH2:21]([N+:22]([CH2:23][CH2:24][CH2:25][CH3:26])([CH2:27][CH2:28][CH2:29][CH3:30])[CH2:31][CH2:32][CH2:33][CH3:34])[CH2:35][CH2:36][CH3:37].[CH3:17][C:18]#[N:19].[K:14][C:15]#[N:16].[OH2:38]>>[CH2:2]([c:3]1[cH:4][cH:5][c:6]([C:9](=[O:10])[CH:11]2[CH2:12][CH2:13]2)[cH:7][cH:8]1)[C:15]#[N:16]. The reactants are O=C([O-])[O-], [K+], [K+], CN(C)C=O, O, CS(=O)(=O)OCCNC(=O)C(O)C(Oc1ccccc1[N+](=O)[O-])c1ccccc1. The product is O=C1NCCOC1C(Oc1ccccc1[N+](=O)[O-])c1ccccc1. As a reaction SMILES: [C:30](=[O:31])([O-:32])[O-:33].[K+:34].[K+:35].[O:37]=[CH:38][N:39]([CH3:40])[CH3:41].[OH2:36].[S:1]([O:2][CH2:6][CH2:7][NH:8][C:9]([CH:10]([CH:11]([O:12][c:13]1[c:14]([N+:19](=[O:20])[O-:21])[cH:15][cH:16][cH:17][cH:18]1)[c:22]1[cH:23][cH:24][cH:25][cH:26][cH:27]1)[OH:28])=[O:29])([CH3:3])(=[O:4])=[O:5]>>[CH2:6]1[CH2:7][NH:8][C:9](=[O:29])[CH:10]([CH:11]([O:12][c:13]2[c:14]([N+:19](=[O:20])[O-:21])[cH:15][cH:16][cH:17][cH:18]2)[c:22]2[cH:23][cH:24][cH:25][cH:26][cH:27]2)[O:28]1. The reactants are CC(C(C)(C)O1)(C)OB1C2=CC=C(C(NC3CCOC3)=O)C=C2, ClC1=CC2=C(C=CN2)C=C1. Reagents/catalysts: CC(C)(C)C1=CC=C(C=C1)C2=CC=C(C=C2)C(C)(C)C, [O-]P(=O)([O-])[O-].[K+].[K+].[K+], CC(C1=CC(C(C)C)=C(C2=CC=CC=C2P(C3CCCCC3)C4CCCCC4)C(C(C)C)=C1)C.NC5=CC=CC=C5C6=CC=CC=[C-]6.Cl[Pd+]. Solvent: C1CCOC1, O (water), C1CCOC1. Run at temperature 25 celsius, time 24 hour. The product is O=C(NC1CCOC1)C2=CC=C(C3=CC4=C(C=C3)C=CN4)C=C2. Isolated yield 60.0%. The reactants are C(C)(C)(C)OC(=O)N([C@H](C(=O)N[C@H](C(=O)N1[C@@H](C[C@@H](C1)C1=CC=C2C[C@H](N(CC2=C1)C([C@H](C(C)(C)C)NC([C@H](C)N(C)C(=O)OC(C)(C)C)=O)=O)C(N[C@@H]1CCCC2=CC=CC=C12)=O)C(=O)N[C@H](C(=O)O)CC1=CC=CC=C1)C(C)(C)C)C)C ((S)-2-((2S,4R)-1-((S)-2-((S)-2-((tert-butoxycarbonyl)(methyl)amino)propanamido)-3,3-dimethylbutanoyl)-4-((S)-2-((S)-2-((S)-2-((tert-butoxycarbonyl)(methyl)amino)propanamido)-3,3-dimethylbutanoyl)-3-(((R)-1,2,3,4-tetrahydronaphthalen-1-yl)carbamoyl)-1,2,3,4-tetrahydroisoquinolin-7-yl)pyrrolidine-2-carboxamido)-3-phenylpropanoic acid), FC(S(=O)(=O)OC1=C[C@H](N(C1)C(=O)OC(C)(C)C)C(=O)OC)(F)F ((S)-1-tert-butyl 2-methyl 4-(((trifluoromethyl)sulfonyl)oxy)-1H-pyrrole-1,2(2H,5H)-dicarboxylate), CC1(OB(OC1(C)C)C1=CC=C2C[C@H](N(CC2=C1)C(=O)OC(C)(C)C)C(=O)OC)C ((S)-2-tert-butyl 3-methyl 7-(4,4,5,5-tetramethyl-1,3,2-dioxaborolan-2-yl)-3,4-dihydroisoquinoline-2,3(1H)-dicarboxylate). Yields the product C(C)(C)(C)OC(=O)N1CC(=C[C@H]1C(=O)OC)C1=CC=C2C[C@H](N(CC2=C1)C(=O)OC(C)(C)C)C(=O)OC ((S)-2-tert-Butyl 3-methyl 7-((S)-1-(tert-butoxycarbonyl)-5-(methoxycarbonyl)-2,5-dihydro-1H-pyrrol-3-yl)-3,4-dihydroisoquinoline-2,3(1H)-dicarboxylate). Isolated yield 69.9%. Reaction SMILES: C(OC(N(C)[C@@H](C)C(N[C@@H](C(C)(C)C)C(N1C[C@@H](C2C=C3C(C[C@@H](C(=O)N[C@H]4C5C(=CC=CC=5)CCC4)N(C(=O)[C@@H](NC(=O)[C@@H](N(C(OC(C)(C)C)=O)C)C)C(C)(C)C)C3)=CC=2)C[C@H]1C(N[C@@H](CC1C=CC=CC=1)C(O)=O)=O)=O)=O)=O)(C)(C)C.FC(F)(F)S(O[C:91]1[CH2:95][N:94]([C:96]([O:98][C:99]([CH3:102])([CH3:101])[CH3:100])=[O:97])[C@H:93]([C:103]([O:105][CH3:106])=[O:104])[CH:92]=1)(=O)=O.CC1(C)C(C)(C)OB([C:117]2[CH:126]=[C:125]3[C:120]([CH2:121][C@@H:122]([C:134]([O:136][CH3:137])=[O:135])[N:123]([C:127]([O:129][C:130]([CH3:133])([CH3:132])[CH3:131])=[O:128])[CH2:124]3)=[CH:119][CH:118]=2)O1>>[C:99]([O:98][C:96]([N:94]1[C@H:93]([C:103]([O:105][CH3:106])=[O:104])[CH:92]=[C:91]([C:117]2[CH:126]=[C:125]3[C:120]([CH2:121][C@@H:122]([C:134]([O:136][CH3:137])=[O:135])[N:123]([C:127]([O:129][C:130]([CH3:131])([CH3:132])[CH3:133])=[O:128])[CH2:124]3)=[CH:119][CH:118]=2)[CH2:95]1)=[O:97])([CH3:102])([CH3:101])[CH3:100]. Procedure details: Following a procedure analogous to that for the synthesis of Compound D of Example 22, (S)-1-tert-butyl 2-methyl 4-(((trifluoromethyl)sulfonyl)oxy)-1H-pyrrole-1,2(2H,5H)-dicarboxylate (585 mg, 1.56 mmol) and (S)-2-tert-butyl 3-methyl 7-(4,4,5,5-tetramethyl-1,3,2-dioxaborolan-2-yl)-3,4-dihydroisoquinoline-2,3(1H)-dicarboxylate (650 mg, 1.56 mmol) were converted to the title compound (563 mg, 70%). MS (ESI+) m/z 517.4 (M+H)+. Starting materials: C1CCOC1, CCOC(C)=O, O=C(Cl)CCl, CC(C)(C)OC(=O)n1ncc2cc(Nc3nc(-c4cccc(N)c4)nc4ccccc34)ccc21, [Na+], O=C([O-])O. Product: CC(C)(C)OC(=O)n1ncc2cc(Nc3nc(-c4cccc(NC(=O)CCl)c4)nc4ccccc34)ccc21. As a reaction SMILES: [CH2:35]1[O:36][CH2:37][CH2:38][CH2:39]1.[CH3:50][CH2:51][O:52][C:53]([CH3:54])=[O:55].[Cl:45][CH2:46][C:47](=[O:48])[Cl:49].[NH2:1][c:2]1[cH:3][c:4](-[c:8]2[n:9][c:10]3[cH:11][cH:12][cH:13][cH:14][c:15]3[c:16]([NH:18][c:19]3[cH:20][c:21]4[cH:22][n:23][n:24]([C:28](=[O:29])[O:30][C:31]([CH3:32])([CH3:33])[CH3:34])[c:25]4[cH:26][cH:27]3)[n:17]2)[cH:5][cH:6][cH:7]1.[Na+:44].[O-:40][C:41]([OH:42])=[O:43]>>[NH:1]([c:2]1[cH:3][c:4](-[c:8]2[n:9][c:10]3[cH:11][cH:12][cH:13][cH:14][c:15]3[c:16]([NH:18][c:19]3[cH:20][c:21]4[cH:22][n:23][n:24]([C:28](=[O:29])[O:30][C:31]([CH3:32])([CH3:33])[CH3:34])[c:25]4[cH:26][cH:27]3)[n:17]2)[cH:5][cH:6][cH:7]1)[C:47]([CH2:46][Cl:45])=[O:48]. The reactants are BrC=1C=C(C=CC1)C1=C(C(=NN1C)C(=O)N1CC(CC1)N(CC)CC)C ([5-(3-bromo-phenyl)-1,4-dimethyl-1H-pyrazol-3-yl]-(3-diethylamino-pyrrolidin-1-yl)-methanone), ClC=1C=C(C=CC1Cl)B(O)O (3,4-dichlorophenylboronic acid). Yields the product ClC=1C=C(C=CC1Cl)C1=CC(=CC=C1)C1=C(C(=NN1C)C(=O)N1CC(CC1)N(CC)CC)C ([5-(3′,4′-dichloro-biphenyl-3-yl)-1,4-dimethyl-1H-pyrazol-3-yl]-(3-diethylamino-pyrrolidin-1-yl)-methanone). Yield: 55.0%. As a reaction SMILES: Br[C:2]1[CH:3]=[C:4]([C:8]2[N:12]([CH3:13])[N:11]=[C:10]([C:14]([N:16]3[CH2:20][CH2:19][CH:18]([N:21]([CH2:24][CH3:25])[CH2:22][CH3:23])[CH2:17]3)=[O:15])[C:9]=2[CH3:26])[CH:5]=[CH:6][CH:7]=1.[Cl:27][C:28]1[CH:29]=[C:30](B(O)O)[CH:31]=[CH:32][C:33]=1[Cl:34]>>[Cl:27][C:28]1[CH:29]=[C:30]([C:2]2[CH:7]=[CH:6][CH:5]=[C:4]([C:8]3[N:12]([CH3:13])[N:11]=[C:10]([C:14]([N:16]4[CH2:20][CH2:19][CH:18]([N:21]([CH2:22][CH3:23])[CH2:24][CH3:25])[CH2:17]4)=[O:15])[C:9]=3[CH3:26])[CH:3]=2)[CH:31]=[CH:32][C:33]=1[Cl:34]. Procedure: In analogy to the procedure described in example 14C], [5-(3-bromo-phenyl)-1,4-dimethyl-1H-pyrazol-3-yl]-(3-diethylamino-pyrrolidin-1-yl)-methanone and 3,4-dichlorophenylboronic acid gave [5-(3′,4′-dichloro-biphenyl-3-yl)-1,4-dimethyl-1H-pyrazol-3-yl]-(3-diethylamino-pyrrolidin-1-yl)-methanone in 55% yield as light brown foam. MS: 485.2 (MH+, 2 Cl). Starting materials: S(=O)([O-])[O-].[Na+].[Na+] (sodium sulfite), CC12CC3(CC(CC(C1)C3)(C2)CC)C (1,3-Dimethyl-5-ethyl Adamantane), BrBr (bromine), BrBr (bromine). Reaction conditions: time 4 hour. Product: BrC12CC3(CC(CC(C1)(C3)CC)(C2)C)C (1-Bromo-3,5-dimethyl-7-ethyl Adamantane). The yield is 86.0%. RXN SMILES: [CH3:1][C:2]12[CH2:11][C:6]3([CH2:12][CH3:13])[CH2:7][CH:8]([CH2:10][C:4]([CH3:14])([CH2:5]3)[CH2:3]1)[CH2:9]2.[Br:15]Br.S([O-])([O-])=O.[Na+].[Na+]>>[Br:15][C:8]12[CH2:10][C:4]3([CH3:14])[CH2:5][C:6]([CH2:12][CH3:13])([CH2:11][C:2]([CH3:1])([CH2:3]3)[CH2:9]1)[CH2:7]2 |f:2.3.4|. Reported procedure: Mix 0.4 mol of 1,3-dimethyl-5-ethyl adamantane (III) with a ten times excess of bromine (4 mol). Heat slowly and stir for 4 hrs under reflux. Subsequently allow to cool and pour onto ice water. Decompose the excess bromine with sodium sulfite until discolouration of the aqueous solution. Then extract with ether, wash the combined organic phases with sodium bicarbonate solution, dry with magnesium sulfate, filter and evaporate to dryness under vacuum. Recrystallize the residue from methanol. (Yie... Reactants: solution, C[Mg]Br (methylmagnesium bromide), ClC1=CC=C(C=C1)C(=O)C1C(C1)(F)F ((4-Chlorophenyl)(2,2-difluorocyclopropyl)methanone). Run in C(C)OCC (diethyl ether), C(C)OCC (diethyl ether). Conditions: time 8 hour. Yields the product ClC1=CC=C(C=C1)C(C)(O)C1C(C1)(F)F (1-(4-Chlorophenyl)-1-(2,2-difluorocyclopropyl)ethanol). Reaction SMILES: [CH3:1][Mg]Br.[Cl:4][C:5]1[CH:10]=[CH:9][C:8]([C:11]([CH:13]2[CH2:15][C:14]2([F:17])[F:16])=[O:12])=[CH:7][CH:6]=1>C(OCC)C>[Cl:4][C:5]1[CH:6]=[CH:7][C:8]([C:11]([CH:13]2[CH2:15][C:14]2([F:16])[F:17])([OH:12])[CH3:1])=[CH:9][CH:10]=1. Reported procedure: 5.7 ml (17.1 mmol) of a 3N solution of methylmagnesium bromide in diethyl ether were added to 2.47 g (11.4 mmol) of the compound from Example 124A in 40 ml of diethyl ether at RT, and the mixture was stirred at RT overnight. The reaction mixture was added to a saturated, ice-cold aqueous ammonium chloride solution, the phases were separated, the aqueous phase was extracted with dichloromethane, and the combined organic phases were dried over magnesium sulfate, filtered and concentrated. The resi...